From a dataset of the Open Reaction Database (ORD), a public repository of structured organic reaction records. describe an organic reaction: reactants, conditions, products, and yield Reactants: COc1ccc(CCl)cc1, CN(C)C=O, CCOC(C)=O, CNS(=O)(=O)c1ccc(Cl)cn1, [H-], [Na+], O. The product is COc1ccc(CN(C)S(=O)(=O)c2ccc(Cl)cn2)cc1. RXN SMILES: [CH3:15][O:16][c:17]1[cH:18][cH:19][c:20]([CH2:21][Cl:22])[cH:23][cH:24]1.[CH3:26][N:27]([CH3:28])[CH:29]=[O:30].[CH3:31][CH2:32][O:33][C:34](=[O:35])[CH3:36].[Cl:1][c:2]1[cH:3][cH:4][c:5]([S:8](=[O:9])(=[O:10])[NH:11][CH3:12])[n:6][cH:7]1.[H-:13].[Na+:14].[OH2:25]>>[Cl:1][c:2]1[cH:3][cH:4][c:5]([S:8](=[O:9])(=[O:10])[N:11]([CH3:12])[CH2:21][c:20]2[cH:19][cH:18][c:17]([O:16][CH3:15])[cH:24][cH:23]2)[n:6][cH:7]1. Starting materials: C(CCC)C=1C=C(C(=O)OCCCl)C=CC1C1=CC=CC=C1 (2-chloroethyl 3-butyl-4-phenylbenzoate), [Li+].[BH4-] (LiBH4), solution, Cl (HCl). Run in C1CCOC1 (THF), C1CCOC1 (THF), CCCCCC (hexane). The product is C(CCC)C1=C(C=CC(=C1)C1=CC=CC=C1)CO (2-Butyl-4-phenylbenzenemethanol). RXN SMILES: C([C:5]1[CH:6]=[C:7]([CH:14]=[CH:15][C:16]=1[C:17]1[CH:22]=[CH:21][CH:20]=[CH:19][CH:18]=1)[C:8]([O:10]CCCl)=O)CCC.[Li+].[BH4-].Cl>C1COCC1.CCCCCC>[CH2:6]([C:6]1[CH:5]=[C:16]([C:17]2[CH:18]=[CH:19][CH:20]=[CH:21][CH:22]=2)[CH:15]=[CH:14][C:7]=1[CH2:8][OH:10])[CH2:5][CH2:16][CH3:15] |f:1.2|. Procedure details: To a 100 mL round bottomed flask with a stirring bar and an argon inlet was added 2-chloroethyl 3-butyl-4-phenylbenzoate (570 mg, 1.80 mmol), THF (9 mL) and LiBH4 (9 mL of a 2M solution in THF, 18 mmol). This mixture was heated at reflux for 18 h. The cooled reaction mixture was treated with 1N HCl and extracted with EtOAc. The combined EtOAc extracts were washed with H2O and brine. Drying (MgSO4), filtration and removal of the solvent in vacuo gave an oil. This material was chiromatographed on ... Reactants: C(CC)(=O)Cl (propanoyl chloride), CCN(C(C)C)C(C)C (Hünig's base), BrC1=CC(=C(C=C1)C(C)N)F (1-(4-bromo-2-fluorophenyl)ethanamine). Solvent: ClCCl (dichloromethane). Run at time 5 hour. Product: BrC1=CC(=C(C=C1)C(C)NC(CC)=O)F (N-[1-(4-bromo-2-fluorophenyl)ethyl]propanamide). Isolated yield 76.0%. Reaction SMILES: [Br:1][C:2]1[CH:7]=[CH:6][C:5]([CH:8]([NH2:10])[CH3:9])=[C:4]([F:11])[CH:3]=1.[C:12](Cl)(=[O:15])[CH2:13][CH3:14].CCN(C(C)C)C(C)C>ClCCl>[Br:1][C:2]1[CH:7]=[CH:6][C:5]([CH:8]([NH:10][C:12](=[O:15])[CH2:13][CH3:14])[CH3:9])=[C:4]([F:11])[CH:3]=1. Procedure: 61 mg (1 eq, 0.24 mmol) of 1-(4-bromo-2-fluorophenyl)ethanamine from Stage 1 were dissolved in 4 ml of dichloromethane, and 24 mg (1.1 eq, 23 μl, 0.264 mmol) of propanoyl chloride and 70 mg (2.2 eq, 90 μl) of Hünig's base were added. The mixture was stirred at room temperature for 5 h and then concentrated. The crude product was dissolved in ethyl acetate and washed 1× with 1M HCl, 1× with sat. sodium carbonate solution and then with water, and dried over magnesium sulphate. After concentrating ... Starting materials: SC=1SC(=NN1)S (2,5-Dimercapto-1,3,4-thiadiazole), C(\C=C/C(=O)OCCCC)(=O)OCCCC (dibutyl maleate). Reaction conditions: temperature 55 celsius. Product: C(CCC)OC(=O)C(CC(=O)OCCCC)SC=1SC(=NN1)SC(CC(=O)OCCCC)C(=O)OCCCC (2,5-Bis(1,2-di(butoxycarbonyl)ethylthio)-1,3,4-thiadiazole). RXN SMILES: [SH:1][C:2]1[S:3][C:4]([SH:7])=[N:5][N:6]=1.[C:8]([O:19][CH2:20][CH2:21][CH2:22][CH3:23])(=[O:18])/[CH:9]=[CH:10]\[C:11]([O:13][CH2:14][CH2:15][CH2:16][CH3:17])=[O:12]>>[CH2:20]([O:19][C:8]([CH:9]([S:1][C:2]1[S:3][C:4]([S:7][CH:9]([C:8]([O:19][CH2:20][CH2:21][CH2:22][CH3:23])=[O:18])[CH2:10][C:11]([O:13][CH2:14][CH2:15][CH2:16][CH3:17])=[O:12])=[N:5][N:6]=1)[CH2:10][C:11]([O:13][CH2:14][CH2:15][CH2:16][CH3:17])=[O:12])=[O:18])[CH2:21][CH2:22][CH3:23]. Procedure: 2,5-Dimercapto-1,3,4-thiadiazole (50.09 g, 0.33 mol) and dibutyl maleate (157.0 g, 0.69 mol) were charged in a reaction flask and heated to 55° C. for 4 hours. The reaction product was filtered warm using filter aid. The reactants are FC=1C(=NC2=CC=CC(=C2N1)C1=CC=2C(NCCC2N1)=O)C (2-(3-fluoro-2-methylquinoxalin-5-yl)-6,7-dihydro-1H-pyrrolo[3,2-c]pyridin-4(5H)-one), CC1(COC1)N (3-methyloxetan-3-amine), CCN(C(C)C)C(C)C (DIPEA). Run at temperature 100 celsius. The product is CC1=NC2=CC=CC(=C2N=C1NC1(COC1)C)C1=CC=2C(NCCC2N1)=O (2-(2-methyl-3-((3-methyloxetan-3-yl)amino)quinoxalin-5-yl)-6,7-dihydro-1H-pyrrolo[3,2-c]pyridin-4(5H)-one). Isolated yield 38.0%. As a reaction SMILES: F[C:2]1[C:3]([CH3:22])=[N:4][C:5]2[C:10]([N:11]=1)=[C:9]([C:12]1[NH:20][C:19]3[CH2:18][CH2:17][NH:16][C:15](=[O:21])[C:14]=3[CH:13]=1)[CH:8]=[CH:7][CH:6]=2.[CH3:23][C:24]1([NH2:28])[CH2:27][O:26][CH2:25]1.CCN(C(C)C)C(C)C>>[CH3:22][C:3]1[C:2]([NH:28][C:24]2([CH3:23])[CH2:27][O:26][CH2:25]2)=[N:11][C:10]2[C:5](=[CH:6][CH:7]=[CH:8][C:9]=2[C:12]2[NH:20][C:19]3[CH2:18][CH2:17][NH:16][C:15](=[O:21])[C:14]=3[CH:13]=2)[N:4]=1. Reported procedure: Prepared similarly to that described in Example 131 using 2-(3-fluoro-2-methylquinoxalin-5-yl)-6,7-dihydro-1H-pyrrolo[3,2-c]pyridin-4(5H)-one (Example 126; 47 mg, 0.159 mmol), 3-methyloxetan-3-amine (27.6 mg, 0.317 mmol; Synthonix, Wake Forest, N.C.), and DIPEA (83 μl, 0.476 mmol), heating at 100° C. for 2.5 h. Purification by silica gel (100% DCM to 6% MeOH/DCM) provided 2-(2-methyl-3-((3-methyloxetan-3-yl)amino)quinoxalin-5-yl)-6,7-dihydro-1H-pyrrolo[3,2-c]pyridin-4(5H)-one (38% yield). 1H NMR... As a reaction SMILES: C[O:2][C:3]1[CH:12]=[C:11]2[C:6]([CH2:7][CH2:8][N:9]([CH2:13][CH2:14][CH2:15][CH2:16][NH:17][C:18](=[O:31])[C:19]3[CH:24]=[CH:23][C:22]([C:25]4[CH:30]=[CH:29][CH:28]=[CH:27][CH:26]=4)=[CH:21][CH:20]=3)[CH2:10]2)=[CH:5][CH:4]=1.N>ClCCl>[OH:2][C:3]1[CH:12]=[C:11]2[C:6]([CH2:7][CH2:8][N:9]([CH2:13][CH2:14][CH2:15][CH2:16][NH:17][C:18](=[O:31])[C:19]3[CH:20]=[CH:21][C:22]([C:25]4[CH:30]=[CH:29][CH:28]=[CH:27][CH:26]=4)=[CH:23][CH:24]=3)[CH2:10]2)=[CH:5][CH:4]=1. Run in ClCCl (dichloromethane), ClCCl (dichloromethane). Procedure details: A solution of borontribromide i n dichloromethane (72 ml, 1M solution, 72 mmol) was added dropwise with stirring to an ice-cooled solution of 7-methoxy-N-(4-(4-phenylbenzoylamino)butyl)-1,2,3,4-tetrahydroisoquinoline (5.00 g, 12.1 mmol) in dichloromethane (150 ml). After stirring at room temperature for 16 h the reaction mixture was poured onto a mixture of crushed-ice (200 g) and 0.880 aqueous ammonia (400 ml). The resulting mixture was extracted with dichloromethane (3×200 ml). The combined or... The product is OC1=CC=C2CCN(CC2=C1)CCCCNC(C1=CC=C(C=C1)C1=CC=CC=C1)=O (7-Hydroxy-N-(4-(4-phenylbenzoylamino)butyl)-1,2,3,4-tetrahydroisoquinoline). Isolated yield 74.3%. Run at time 16 hour. Reactants: ice, COC1=CC=C2CCN(CC2=C1)CCCCNC(C1=CC=C(C=C1)C1=CC=CC=C1)=O (7-methoxy-N-(4-(4-phenylbenzoylamino)butyl)-1,2,3,4-tetrahydroisoquinoline), ice, N (ammonia). Reactants: C1CCOC1, C#CC1OC(=O)NC1(C)C, CC(C)NC(C)C, Clc1ncnc2ccc(I)cc12, I[Cu]I, Cl[Pd]Cl, c1ccc(P(c2ccccc2)c2ccccc2)cc1, c1ccc(P(c2ccccc2)c2ccccc2)cc1. Yields the product CC1(C)NC(=O)OC1C#Cc1ccc2ncnc(Cl)c2c1. Reaction SMILES: [CH2:30]1[O:31][CH2:32][CH2:33][CH2:34]1.[CH3:1][C:2]1([CH3:10])[NH:3][C:4](=[O:9])[O:5][CH:6]1[C:7]#[CH:8].[CH:23]([NH:24][CH:25]([CH3:26])[CH3:27])([CH3:28])[CH3:29].[Cl:11][c:12]1[n:13][cH:14][n:15][c:16]2[cH:17][cH:18][c:19]([I:22])[cH:20][c:21]12.[Cu:76]([I:77])[I:78].[Pd:35]([Cl:36])[Cl:37].[c:38]1([P:39]([c:40]2[cH:41][cH:42][cH:43][cH:44][cH:45]2)[c:46]2[cH:47][cH:48][cH:49][cH:50][cH:51]2)[cH:52][cH:53][cH:54][cH:55][cH:56]1.[c:57]1([P:58]([c:59]2[cH:60][cH:61][cH:62][cH:63][cH:64]2)[c:65]2[cH:66][cH:67][cH:68][cH:69][cH:70]2)[cH:71][cH:72][cH:73][cH:74][cH:75]1>>[CH3:1][C:2]1([CH3:10])[NH:3][C:4](=[O:9])[O:5][CH:6]1[C:7]#[C:8][c:19]1[cH:18][cH:17][c:16]2[n:15][cH:14][n:13][c:12]([Cl:11])[c:21]2[cH:20]1.